From a dataset of the Open Reaction Database (ORD), a public repository of structured organic reaction records. describe an organic reaction: reactants, conditions, products, and yield Reactants: C1=CC=CC2=C1\C=C/CCC2 ((Z)-6,7-dihydro-5H-benzo[7]annulene), C(C)(C)NC(C)C (diisopropylamine), C(CCC)[Li] (n-butyllithium), [N+](=O)([O-])C (nitromethane). The solvent is O1CCCC1 (tetrahydrofuran), O1CCCC1 (tetrahydrofuran), O (Water). Reaction conditions: time 10 minute. Yields the product CN1C[C@H]2[C@@H](C1)C1=C(CCC2)C=CC=C1 (Cis-2-methyl-1,2,3,3a,4,5,6,10b-octahydrobenzo[3,4]cyclohepta[1,2-c]pyrrole). As a reaction SMILES: [CH:1]([NH:4][CH:5]([CH3:7])C)([CH3:3])C.[CH2:8]([Li])CCC.[N+](C)([O-])=O.[CH:17]1[C:22]2C=C[CH2:25][CH2:26][CH2:27][C:21]=2[CH:20]=[CH:19][CH:18]=1>O1CCCC1.O>[CH3:8][N:4]1[CH2:1][C@H:3]2[C:20]3[CH:19]=[CH:18][CH:17]=[CH:22][C:21]=3[CH2:27][CH2:26][CH2:25][C@H:7]2[CH2:5]1. Reported procedure: To diisopropylamine (808 mg, 8.0 mmol) in tetrahydrofuran (3 mL) was added n-butyllithium (4.0 mL, 2.0 N in hexanes, 8.0 mmol) at −78° C. followed by the addition of nitromethane (300 mg, 4.0 mmol). The mixture was stirred for 10 min and (Z)-6,7-dihydro-5H-benzo[7]annulene (288 mg, 2.0 mmol) in tetrahydrofuran (1 mL) was added. The mixture was warmed to room temperature for 10 minutes and stirred at room temperature for 4 hours. Water was added and the mixture was extracted with ethyl acetate. T... The reactants are CCN=C=NCCCN(C)C, CC#N, Cl, NC(Cc1cccc(OC(F)(F)C(F)F)c1)C(O)c1ccc(O)cc1, O, O, On1nnc2ccccc21, O=C(O)c1cccc2c1C=CCCC2. The product is O=C(NC(Cc1cccc(OC(F)(F)C(F)F)c1)C(O)c1ccc(O)cc1)c1cccc2c1C=CCCC2. As a reaction SMILES: [CH2:41]([N:42]=[C:43]=[N:44][CH2:45][CH2:46][CH2:47][N:48]([CH3:49])[CH3:50])[CH3:51].[CH3:63][C:64]#[N:65].[ClH:40].[NH2:1][CH:2]([CH:3]([OH:4])[c:5]1[cH:6][cH:7][c:8]([OH:11])[cH:9][cH:10]1)[CH2:12][c:13]1[cH:14][c:15]([O:19][C:20]([CH:21]([F:22])[F:23])([F:24])[F:25])[cH:16][cH:17][cH:18]1.[OH2:52].[OH2:66].[OH:53][n:54]1[c:55]2[cH:56][cH:57][cH:58][cH:59][c:60]2[n:61][n:62]1.[c:26]1([C:37](=[O:38])[OH:39])[cH:27][cH:28][cH:29][c:30]2[c:31]1[CH:32]=[CH:33][CH2:34][CH2:35][CH2:36]2>>[NH:1]([CH:2]([CH:3]([OH:4])[c:5]1[cH:6][cH:7][c:8]([OH:11])[cH:9][cH:10]1)[CH2:12][c:13]1[cH:14][c:15]([O:19][C:20]([CH:21]([F:22])[F:23])([F:24])[F:25])[cH:16][cH:17][cH:18]1)[C:37]([c:26]1[cH:27][cH:28][cH:29][c:30]2[c:31]1[CH:32]=[CH:33][CH2:34][CH2:35][CH2:36]2)=[O:38]. The reactants are ( R ), COC(C1=CC(=CC(=C1)N1C(OCC1)=O)N1C([C@]2(C3=CC(=CC=C13)F)C(C2)(C)C)=O)=O ((S)-methyl-3-(5′-fluoro-2,2-dimethyl-2′-oxospiro[cyclopropane-1,3′-indoline]-1′-yl)-5-(2-oxooxazolidin-3-yl)benzoate), Cl (hydrochloric acid). Run in C(C)(=O)OCC (ethyl acetate), O1CCCC1 (tetrahydrofuran), [OH-].[Na+] (sodium hydroxide), O (water). Conditions: temperature 25 celsius, time 16 hour. Yields the product FC=1C=C2[C@@]3(C(N(C2=CC1)C=1C=C(C(=O)O)C=C(C1)N1C(OCC1)=O)=O)C(C3)(C)C ((S)-3-(5′-fluoro-2,2-dimethyl-2′-oxospiro[cyclopropane-1,3′-indoline]-1′-yl)-5-(2-oxooxazolidin-3-yl)benzoic acid). Yield: 41.6%. As a reaction SMILES: C[O:2][C:3](=[O:31])[C:4]1[CH:9]=[C:8]([N:10]2[CH2:14][CH2:13][O:12][C:11]2=[O:15])[CH:7]=[C:6]([N:16]2[C:24]3[C:19](=[CH:20][C:21]([F:25])=[CH:22][CH:23]=3)[C@@:18]3([CH2:27][C:26]3([CH3:29])[CH3:28])[C:17]2=[O:30])[CH:5]=1.Cl>O1CCCC1.[OH-].[Na+].O.C(OCC)(=O)C>[F:25][C:21]1[CH:20]=[C:19]2[C:24](=[CH:23][CH:22]=1)[N:16]([C:6]1[CH:5]=[C:4]([CH:9]=[C:8]([N:10]3[CH2:14][CH2:13][O:12][C:11]3=[O:15])[CH:7]=1)[C:3]([OH:31])=[O:2])[C:17](=[O:30])[C@@:18]12[CH2:27][C:26]1([CH3:29])[CH3:28] |f:3.4|. Procedure details: A mixture of (R) and (S)-methyl-3-(5′-fluoro-2,2-dimethyl-2′-oxospiro[cyclopropane-1,3′-indoline]-1′-yl)-5-(2-oxooxazolidin-3-yl)benzoate (850 mg, 2.4 mmol) in tetrahydrofuran (10 mL) and 30% sodium hydroxide in water (5 mL) was stirred at 25° C. for 16 hours. The mixture was neutralized with a 2N aqueous hydrochloric acid solution, diluted with ethyl acetate (50 mL), washed with water, dried over anhydrous sodium sulfate and then concentrated in vacuo. Purification by waters automated flash sys... The reactants are Cl (hydrochloric acid), C(#N)C1=CC(=C(NS(=O)(=O)C)C=C1)OC1=C(C=C(C=C1)F)F (4'-cyano-2'-(2,4-difluorophenoxy)methanesulfonanilide), [N-]=[N+]=[N-].[Na+] (sodium azide), [Cl-].[NH4+] (ammonium chloride). The solvent is CN(C=O)C (N,N-dimethylformamide). Reaction conditions: temperature 110 celsius, time 6 hour. Product: FC1=C(OC2=C(NS(=O)(=O)C)C=CC(=C2)C2=NN=NN2)C=CC(=C1)F (2'-(2,4-difluorophenoxy)-4'-(5-tetrazolyl)methanesulfonanilide). Yield: 96.7%. Reaction SMILES: [C:1]([C:3]1[CH:13]=[CH:12][C:6]([NH:7][S:8]([CH3:11])(=[O:10])=[O:9])=[C:5]([O:14][C:15]2[CH:20]=[CH:19][C:18]([F:21])=[CH:17][C:16]=2[F:22])[CH:4]=1)#[N:2].[N-:23]=[N+:24]=[N-:25].[Na+].[Cl-].[NH4+].Cl>CN(C)C=O>[F:22][C:16]1[CH:17]=[C:18]([F:21])[CH:19]=[CH:20][C:15]=1[O:14][C:5]1[CH:4]=[C:3]([C:1]2[NH:25][N:24]=[N:23][N:2]=2)[CH:13]=[CH:12][C:6]=1[NH:7][S:8]([CH3:11])(=[O:10])=[O:9] |f:1.2,3.4|. Procedure details: A mixture of 4'-cyano-2'-(2,4-difluorophenoxy)methanesulfonanilide (2.1 g), sodium azide (0.5 g) and ammonium chloride (0.43 g) in N,N-dimethylformamide (10 ml) was stirred for 6 hours at 110° C. The mixture was poured into a mixture of ice and diluted hydrochloric acid, and extracted with ethyl acetate. The extract was washed with water, dried and concentrated in vacuo. The residual crystals were recrystallized from ethyl acetate to give colorless crystals of 2'-(2,4-difluorophenoxy)-4'-(5-tetr... The yield is 42.0%. Starting materials: FC=1C=C(CN2N=CC3=CC(=CC=C23)NC2=NC=NC3=CC=CC(=C23)O[C@@H](C(=O)O)C)C=CC1 ((2R)-2-[(4-{[1-(3-fluorobenzyl)-1H-indazol-5-yl]amino}quinazolin-5-yl)oxy]propanoic acid), N1CCOCC1 (morpholine). Product: FC=1C=C(CN2N=CC3=CC(=CC=C23)NC2=NC=NC3=CC=CC(=C23)O[C@@H](C(=O)N2CCOCC2)C)C=CC1 (N-[1-(3-fluorobenzyl)-1H-indazol-5-yl]-5-[(1R)-1-methyl-2-morpholin-4-yl-2-oxoethoxy]quinazolin-4-amine). Procedure: Using the same procedure as in Example 44, (2R)-2-[(4-{[1-(3-fluorobenzyl)-1H-indazol-5-yl]amino}quinazolin-5-yl)oxy]propanoic acid (300 mg, 0.66 mmol) was reacted with morpholine to give the title compound as a white solid (144 mg, 42%); NMR Spectrum 1.58 (d, 3H), 3.46-3.73 (m, 8H), 5.70 (s, 2H), 5.88 (q, 1H), 7.04-7.12 (m, 3H), 7.29 (d, 1H), 7.34-7.37 (m, 2H), 7.72-7.75 (m, 2H), 7.86 (d, 1H), 8.16 (s, 1H), 8.51 (s, 1H), 8.54 (s, 1H), 11.13 (br s, 1H); Mass spectrum MH+ 527. RXN SMILES: [F:1][C:2]1[CH:3]=[C:4]([CH:32]=[CH:33][CH:34]=1)[CH2:5][N:6]1[C:14]2[C:9](=[CH:10][C:11]([NH:15][C:16]3[C:25]4[C:20](=[CH:21][CH:22]=[CH:23][C:24]=4[O:26][C@H:27]([CH3:31])[C:28](O)=[O:29])[N:19]=[CH:18][N:17]=3)=[CH:12][CH:13]=2)[CH:8]=[N:7]1.[NH:35]1[CH2:40][CH2:39][O:38][CH2:37][CH2:36]1>>[F:1][C:2]1[CH:3]=[C:4]([CH:32]=[CH:33][CH:34]=1)[CH2:5][N:6]1[C:14]2[C:9](=[CH:10][C:11]([NH:15][C:16]3[C:25]4[C:20](=[CH:21][CH:22]=[CH:23][C:24]=4[O:26][C@H:27]([CH3:31])[C:28]([N:35]4[CH2:40][CH2:39][O:38][CH2:37][CH2:36]4)=[O:29])[N:19]=[CH:18][N:17]=3)=[CH:12][CH:13]=2)[CH:8]=[N:7]1. The reactants are CC(C)C[C@@H]1CN2CCC3=CC(=C(C=C3[C@H]2CC1=O)OC)OC ((3R,11bR)-tetrabenazine), ( 317 ), ( 317 ), CC(C)C[C@H]1CN2CCC3=CC(=C(C=C3[C@@H]2CC1=O)OC)OC ((3S,11bS)-tetrabenazine). Yields the product CC(C)CC1CN2CCC3=CC(=C(C=C3C2CC1=O)OC)OC (Tetrabenazine). As a reaction SMILES: [CH3:1][CH:2]([CH2:4][C@H:5]1[C:18](=[O:19])[CH2:17][C@H:16]2[N:7]([CH2:8][CH2:9][C:10]3[C:15]2=[CH:14][C:13]([O:20][CH3:21])=[C:12]([O:22][CH3:23])[CH:11]=3)[CH2:6]1)[CH3:3].CC(C[C@@H]1C(=O)C[C@@H]2N(CCC3C2=CC(OC)=C(OC)C=3)C1)C>>[CH3:3][CH:2]([CH2:4][CH:5]1[C:18](=[O:19])[CH2:17][CH:16]2[N:7]([CH2:8][CH2:9][C:10]3[C:15]2=[CH:14][C:13]([O:20][CH3:21])=[C:12]([O:22][CH3:23])[CH:11]=3)[CH2:6]1)[CH3:1]. Procedure: To a round bottom flask was added 6,7-dimethoxy-3,4-dihydroisoquinoline (13 g, 67.8 mmol), 3-dimethylaminomethyl-5-methyl-hexan-2-one methiodide 1b (26 g, 81.4 mmol) and EtOH (130 mL). The suspension was heated to 80° C. overnight. The reaction mixture was allowed to cool to room temperature and H2O (200 mL) was added forming a precipitate. The EtOH was removed in vacuo and CH2Cl2 (400 mL) was added. A 10% NaOH solution was added to the mixture until basic. The aqueous layer was then extracted 3... Reactants: O=C(O)c1ccc(CBr)cc1, O=C(n1ccnc1)n1ccnc1, C1CCNC1, ClCCl. The product is O=C(c1ccc(CBr)cc1)N1CCCC1. RXN SMILES: [Br:1][CH2:2][c:3]1[cH:4][cH:5][c:6]([C:7](=[O:8])[OH:9])[cH:10][cH:11]1.[C:12]([n:13]1[cH:14][cH:15][n:16][cH:17]1)([n:18]1[cH:19][cH:20][n:21][cH:22]1)=[O:23].[CH2:24]1[CH2:25][CH2:26][NH:27][CH2:28]1.[Cl:29][CH2:30][Cl:31]>>[Br:1][CH2:2][c:3]1[cH:4][cH:5][c:6]([C:7](=[O:9])[N:27]2[CH2:26][CH2:25][CH2:24][CH2:28]2)[cH:10][cH:11]1.